This data is from the Open Reaction Database (ORD), a public repository of structured organic reaction records. The task is: describe an organic reaction: reactants, conditions, products, and yield Starting materials: [Cl-].[NH4+] (ammonium chloride), C[C@@H](CCCN1C(=O)N(C=2N=CN(C2C1=O)C)C)CCC=C(C)C (1-(4-(R)-Methyl-8-methylnon-7-enyl)-3,7-dimethylxanthine), C=O (paraformaldehyde), [Mg] (magnesium), II (iodine), C(C[C@H](C)CCC=C(C)C)Br ((R)-citronellyl bromide). Solvent: O1CCCC1 (tetrahydrofuran), O1CCCC1 (tetrahydrofuran), O1CCCC1 (tetrahydrofuran). Run at time 30 minute. The product is C[C@@H](CCCO)CCC=C(C)C (4-(R)-methyl-8-methylnon-7-enyl alcohol). Yield: 84.0%. As a reaction SMILES: [CH3:1][C@H:2]([CH2:19][CH2:20][CH:21]=[C:22]([CH3:24])[CH3:23])[CH2:3][CH2:4][CH2:5]N1C(=O)C2N(C)C=NC=2N(C)C1=O.[Mg].II.C(Br)C[C@@H](CCC=C(C)C)C.C=[O:40].[Cl-].[NH4+]>O1CCCC1>[CH3:1][C@H:2]([CH2:19][CH2:20][CH:21]=[C:22]([CH3:24])[CH3:23])[CH2:3][CH2:4][CH2:5][OH:40] |f:5.6|. Procedure: This example illustrates the synthesis of 1-(4-(R)-Methyl-8-methylnon-7-enyl)-3,7-dimethylxanthine (CT2536R). To a suspension of magnesium (2.74 g, 140 mmol) and a crystal of iodine in tetrahydrofuran (15 ml) was added (R)-citronellyl bromide (5.0 g, 22.8 mmol) in tetrahydrofuran (10 ml) over 30 min and the reaction stirred for a further 30 min after the addition was complete. The solution was added via a canula over 5 min to a suspension of paraformaldehyde (1.80 g, 60.0 mmol) in tetrahydrofura... Reactants: O=C([O-])[O-], C1CCOC1, CN=C=O, Oc1ccc2c(ccn2NCCCc2ccncc2F)c1, [K+], [K+]. The product is CNC(=O)Oc1ccc2c(ccn2NCCCc2ccncc2F)c1. As a reaction SMILES: [C:22](=[O:23])([O-:24])[O-:25].[CH2:32]1[O:33][CH2:34][CH2:35][CH2:36]1.[CH3:28][N:29]=[C:30]=[O:31].[F:1][c:2]1[cH:3][n:4][cH:5][cH:6][c:7]1[CH2:8][CH2:9][CH2:10][NH:11][n:12]1[cH:13][cH:14][c:15]2[cH:16][c:17]([OH:21])[cH:18][cH:19][c:20]12.[K+:26].[K+:27]>>[F:1][c:2]1[cH:3][n:4][cH:5][cH:6][c:7]1[CH2:8][CH2:9][CH2:10][NH:11][n:12]1[cH:13][cH:14][c:15]2[cH:16][c:17]([O:21][C:30]([NH:29][CH3:28])=[O:31])[cH:18][cH:19][c:20]12. Yields the product N#CC(CC=CC(F)(F)F)S(=O)(=O)CCC(F)(F)F. As a reaction SMILES: [ClH:33].[F:19][C:20]([CH2:21][CH2:22][S:23](=[O:24])(=[O:25])[CH2:26][C:27]#[N:28])([F:29])[F:30].[H-:31].[Na+:32].[O:34]1[CH2:35][CH2:36][CH2:37][CH2:38]1.[c:1]1([CH3:2])[cH:3][cH:4][c:5]([S:6]([O:7][CH2:11][CH:12]=[CH:13][C:14]([F:15])([F:16])[F:17])(=[O:8])=[O:9])[cH:10][cH:18]1>>[CH2:11]([CH:12]=[CH:13][C:14]([F:15])([F:16])[F:17])[CH:26]([S:23]([CH2:22][CH2:21][C:20]([F:19])([F:29])[F:30])(=[O:24])=[O:25])[C:27]#[N:28]. Starting materials: Cl, N#CCS(=O)(=O)CCC(F)(F)F, [H-], [Na+], C1CCOC1, Cc1ccc(S(=O)(=O)OCC=CC(F)(F)F)cc1.